This data is from the Open Reaction Database (ORD), a public repository of structured organic reaction records. The task is: describe an organic reaction: reactants, conditions, products, and yield Reactants: C1(=CC=C(C=C1)CCC(C(C(=O)OC(C)(C)C)CCN1C(C2=CC=CC=C2C1=O)=O)=O)C1=CC=CC=C1 (tert-butyl 5-biphenyl-4-yl-2-[2-(1,3-dioxo-1,3-dihydro-2H-isoindol-2-yl)ethyl]-3-oxopentanoate), C1CCOC1 (THF), [BH4-].[Na+] (sodium borohydride). The solvent is CO (methanol). The product is C1(=CC=C(C=C1)CCC(C(C(=O)OC(C)(C)C)CCN1C(C2=CC=CC=C2C1=O)O)O)C1=CC=CC=C1 (tert-butyl 5-biphenyl-4-yl-3-hydroxy-2-[2-(1-hydroxy-3-oxo-1,3-dihydro-2H-isoindol-2-yl)ethyl]pentanoate). Reaction SMILES: [C:1]1([C:32]2[CH:37]=[CH:36][CH:35]=[CH:34][CH:33]=2)[CH:6]=[CH:5][C:4]([CH2:7][CH2:8][C:9](=[O:31])[CH:10]([CH2:18][CH2:19][N:20]2[C:28](=[O:29])[C:27]3[C:22](=[CH:23][CH:24]=[CH:25][CH:26]=3)[C:21]2=[O:30])[C:11]([O:13][C:14]([CH3:17])([CH3:16])[CH3:15])=[O:12])=[CH:3][CH:2]=1.C1COCC1.[BH4-].[Na+]>CO>[C:1]1([C:32]2[CH:37]=[CH:36][CH:35]=[CH:34][CH:33]=2)[CH:6]=[CH:5][C:4]([CH2:7][CH2:8][CH:9]([OH:31])[CH:10]([CH2:18][CH2:19][N:20]2[C:21](=[O:30])[C:22]3[C:27](=[CH:26][CH:25]=[CH:24][CH:23]=3)[CH:28]2[OH:29])[C:11]([O:13][C:14]([CH3:15])([CH3:17])[CH3:16])=[O:12])=[CH:3][CH:2]=1 |f:2.3|. Yield: 99.2%. Reported procedure: To a solution of the compound (165 mg) prepared from Step 1 above, in dry methanol and THF (1:1, 8 ml) at −20° C. was added sodium borohydride (38 mg) and the reaction mixture was stirred at rt for 3 h and then at 45° C. for 1 hour. The reaction mixture was cooled to 0° C. and quenched with saturated ammonium chloride solution. The solvents were evaporated in vacuo and the residue taken into water and extracted with ethyl acetate. The combined organic extracts were washed with water and brine an... Run at time 3 hour. Starting materials: NC1=NC(=CC(=N1)N1C[C@@H](C[C@H](C1)C)N(C(CC(C)(C)C)=O)C)Cl (N-[(3R,5R)-1-(2-amino-6-chloro-4-pyrimidinyl)-5-methyl-3-piperidinyl]-N,3,3-trimethylbutanamide), C(#N)C1=C(C=C(C=C1)B(O)O)F ((4-cyano-3-fluorophenyl)boronic acid), O1CCOCC1 (1,4-dioxane), C(=O)(O)[O-].[Na+] (NaHCO3). Reagents/catalysts: C=1C=CC(=CC1)[P](C=2C=CC=CC2)(C=3C=CC=CC3)[Pd]([P](C=4C=CC=CC4)(C=5C=CC=CC5)C=6C=CC=CC6)([P](C=7C=CC=CC7)(C=8C=CC=CC8)C=9C=CC=CC9)[P](C=1C=CC=CC1)(C=1C=CC=CC1)C=1C=CC=CC1 (Pd(Ph3P)4). Run in CCOC(=O)C (EtOAc). Conditions: temperature 100 celsius, time 8 hour. Product: NC1=NC(=CC(=N1)N1C[C@@H](C[C@H](C1)C)N(C(CC(C)(C)C)=O)C)C1=CC(=C(C=C1)C#N)F (N-{(3R,5R)-1-[2-Amino-6-(4-cyano-3-fluorophenyl)-4-pyrimidinyl]-5-methyl-3-piperidinyl}-N,3,3-trimethylbutanamide). Yield: 83.3%. Reaction SMILES: [NH2:1][C:2]1[N:7]=[C:6]([N:8]2[CH2:13][C@H:12]([CH3:14])[CH2:11][C@@H:10]([N:15]([CH3:23])[C:16](=[O:22])[CH2:17][C:18]([CH3:21])([CH3:20])[CH3:19])[CH2:9]2)[CH:5]=[C:4](Cl)[N:3]=1.[C:25]([C:27]1[CH:32]=[CH:31][C:30](B(O)O)=[CH:29][C:28]=1[F:36])#[N:26].O1CCOCC1.C([O-])(O)=O.[Na+]>C1C=CC([P]([Pd]([P](C2C=CC=CC=2)(C2C=CC=CC=2)C2C=CC=CC=2)([P](C2C=CC=CC=2)(C2C=CC=CC=2)C2C=CC=CC=2)[P](C2C=CC=CC=2)(C2C=CC=CC=2)C2C=CC=CC=2)(C2C=CC=CC=2)C2C=CC=CC=2)=CC=1.CCOC(C)=O>[NH2:1][C:2]1[N:7]=[C:6]([N:8]2[CH2:13][C@H:12]([CH3:14])[CH2:11][C@@H:10]([N:15]([CH3:23])[C:16](=[O:22])[CH2:17][C:18]([CH3:21])([CH3:20])[CH3:19])[CH2:9]2)[CH:5]=[C:4]([C:30]2[CH:31]=[CH:32][C:27]([C:25]#[N:26])=[C:28]([F:36])[CH:29]=2)[N:3]=1 |f:3.4,^1:51,53,72,91|. Procedure details: To N-[(3R,5R)-1-(2-amino-6-chloro-4-pyrimidinyl)-5-methyl-3-piperidinyl]-N,3,3-trimethylbutanamide (80 mg, 0.23 mmol) and (4-cyano-3-fluorophenyl)boronic acid (49 mg, 0.29 mmol) were added 1,4-dioxane (4 mL) and sat. aq. NaHCO3 (2 mL), and the resulting mixture was purged (“degassed”) with N2 into a sealable tube. Pd(Ph3P)4 (26 mg, 0.023 mmol) was added, the tube was sealed, and the reaction mixture was stirred overnight at 100° C. The reaction was allowed to cool down to room temperature and po... Reactants: Cc1ccc2c(c1)C(=O)C(=O)N2Cc1ccccc1, CS(C)=O, NN, O. Yields the product Cc1ccc2c(c1)CC(=O)N2Cc1ccccc1. As a reaction SMILES: [CH2:1]([c:2]1[cH:3][cH:4][cH:5][cH:6][cH:7]1)[N:8]1[C:9](=[O:10])[C:11](=[O:12])[c:13]2[cH:14][c:15]([CH3:19])[cH:16][cH:17][c:18]21.[CH3:23][S:24]([CH3:25])=[O:26].[NH2:21][NH2:22].[OH2:20]>>[CH2:1]([c:2]1[cH:3][cH:4][cH:5][cH:6][cH:7]1)[N:8]1[C:9](=[O:10])[CH2:11][c:13]2[cH:14][c:15]([CH3:19])[cH:16][cH:17][c:18]21. The reactants are ClC1=NC2=CC=C(C=C2C=C1)Cl (2,6-Dichloroquinoline), NC1=CC=C(C=C1)S (4-aminothiophenol). Reagents/catalysts: CN(C)C=1C=CN=CC1 (DMAP). The product is NC1=CC=C(C=C1)SC1=NC2=CC=C(C=C2C=C1)Cl (2-(4-aminophenylthio)-6-chloroquinoline). The yield is 0.0%. Reaction SMILES: Cl[C:2]1[CH:11]=[CH:10][C:9]2[C:4](=[CH:5][CH:6]=[C:7]([Cl:12])[CH:8]=2)[N:3]=1.[NH2:13][C:14]1[CH:19]=[CH:18][C:17]([SH:20])=[CH:16][CH:15]=1>CN(C1C=CN=CC=1)C>[NH2:13][C:14]1[CH:19]=[CH:18][C:17]([S:20][C:2]2[CH:11]=[CH:10][C:9]3[C:4](=[CH:5][CH:6]=[C:7]([Cl:12])[CH:8]=3)[N:3]=2)=[CH:16][CH:15]=1. Reported procedure: 2,6-Dichloroquinoline (15.2 moles, 3.0 g), 4-aminothiophenol (15.2 moles, 1.9 g), and DMAP (15.2 moles, 1.85 g) were stirred at room temperature for 3 days. The solvent was removed, diluted with ethyl acetate, washed with water, dried over sodium sulfate and concentrated. The product was purified by HPLC over silica gel eluted with 25% ethyl acetate in hexane to yield 2-(4-aminophenylthio)-6-chloroquinoline 830 mg, 19%. Mass spec (FD) 286. Calculated for C15H11ClN2S: C, 62.82 H, 3.87; N, 9.77. F... Reactants: BrCCCCCCCC (1-bromooctane), C(CCCCCCC)OC=1C(=C(C(=CC1)O)C=1C(=CC=CC1F)O)F (4'-octyloxy-3,3'-difluorobiphenol), benzylic ether, FC=1C=C(C=CC1OCCCCCCCC)B(O)O (3-fluoro-4-octyloxyphenyl boronic acid), C(C1=CC=CC=C1)OC1=C(C=C(C=C1)Br)F (4-benzyloxy-3-fluoro-brombenzene), C([O-])([O-])=O.[K+].[K+] (potassium carbonate). Run in CC(CC)=O (butanone). Run at time 20 hour. Product: C(CCCCCCC)OC1=C(C=C(C=C1)C1=CC(=C(C=C1)OCCCCCCCC)F)F (4,4'-dioctyloxy-3,3'-difluorobiphenyl). As a reaction SMILES: [CH2:1]([O:9][C:10]1[C:11]([F:25])=[C:12](C2C(O)=CC=CC=2F)[C:13](O)=[CH:14][CH:15]=1)[CH2:2][CH2:3][CH2:4][CH2:5][CH2:6][CH2:7][CH3:8].[F:26][C:27]1[CH:28]=[C:29](B(O)O)[CH:30]=[CH:31][C:32]=1[O:33][CH2:34][CH2:35][CH2:36][CH2:37][CH2:38][CH2:39][CH2:40][CH3:41].C(OC1C=CC(Br)=CC=1F)C1C=CC=CC=1.BrCCCCCCCC.C(=O)([O-])[O-].[K+].[K+]>CC(=O)CC>[CH2:1]([O:9][C:10]1[CH:15]=[CH:14][C:13]([C:29]2[CH:30]=[CH:31][C:32]([O:33][CH2:34][CH2:35][CH2:36][CH2:37][CH2:38][CH2:39][CH2:40][CH3:41])=[C:27]([F:26])[CH:28]=2)=[CH:12][C:11]=1[F:25])[CH2:2][CH2:3][CH2:4][CH2:5][CH2:6][CH2:7][CH3:8] |f:4.5.6|. Procedure: A mixture of 4'-octyloxy-3,3'-difluorobiphenol (0.1 mol, obtained by coupling 3-fluoro-4-octyloxyphenyl boronic acid with 4-benzyloxy-3-fluoro-brombenzene followed by hydrogenolytic cleavage of the benzylic ether), 1-bromooctane (0.12 mol), potassium carbonate (30 g) and butanone (125 ml) is heated under reflux and stirred for 20 hrs. After cooling the reaction mixture is filtered and the filtrate evaporated off, distillation under reduced pressure affords the required product, m.p. 84°. Starting materials: BrBr, CC(=O)O, C1COCCO1, [Na+], [O-]Br, CC(=O)C12CC3CC1CC(N1CCCS1(=O)=O)(C3)C2, [OH-], O. Yields the product O=C(O)C12CC3CC1CC(N1CCCS1(=O)=O)(C3)C2. Reaction SMILES: [Br:3][Br:4].[C:26]([OH:27])(=[O:28])[CH3:29].[CH2:30]1[O:31][CH2:32][CH2:33][O:34][CH2:35]1.[Na+:2].[O-:5][Br:6].[O:7]=[S:8]1(=[O:25])[N:9]([C:13]23[CH2:14][C:15]4([C:22]([CH3:23])=[O:24])[CH2:16][CH:17]([CH2:18][CH:19]4[CH2:20]2)[CH2:21]3)[CH2:10][CH2:11][CH2:12]1.[OH-:1].[OH2:36]>>[O:7]=[S:8]1(=[O:25])[N:9]([C:13]23[CH2:14][C:15]4([C:22](=[O:24])[OH:28])[CH2:16][CH:17]([CH2:18][CH:19]4[CH2:20]2)[CH2:21]3)[CH2:10][CH2:11][CH2:12]1.